From a dataset of the Open Reaction Database (ORD), a public repository of structured organic reaction records. describe an organic reaction: reactants, conditions, products, and yield The reactants are CC(C)=Cc1cc(C)ccc1C(=O)NC1(C(=O)O)Cc2ccccc2C1, CC(=O)O. The product is Cc1ccc(C(=O)NC2(C(=O)O)Cc3ccccc3C2)c(CC(C)C)c1. As a reaction SMILES: [CH3:1][c:2]1[cH:3][c:4]([CH:23]=[C:24]([CH3:25])[CH3:26])[c:5]([C:6](=[O:7])[NH:8][C:9]2([C:18](=[O:19])[OH:20])[CH2:10][c:11]3[cH:12][cH:13][cH:14][cH:15][c:16]3[CH2:17]2)[cH:21][cH:22]1.[CH3:27][C:28](=[O:29])[OH:30]>>[CH3:1][c:2]1[cH:3][c:4]([CH2:23][CH:24]([CH3:25])[CH3:26])[c:5]([C:6](=[O:7])[NH:8][C:9]2([C:18](=[O:19])[OH:20])[CH2:10][c:11]3[cH:12][cH:13][cH:14][cH:15][c:16]3[CH2:17]2)[cH:21][cH:22]1. Starting materials: FC(C(=O)NC1=NN(CC1)C1=CC=C(C=C1)C(C(F)(F)F)=O)(F)F (2,2,2-Trifluoro-N-[1-(p-trifluoroacetylphenyl)-2-pyrazolin-3-yl]acetamide), C(=O)O (formic acid), ClC=1C=C(C=CC1Cl)N1N=C(C(C1)C)NC=O (N-[1-(3,4-Dichlorophenyl)-4-methyl-2-pyrazolin-3-yl]-formamide). Solvent: O (Water). Run at time 3 hour. Yields the product C1(=CC=CC=C1)N1N=C(CC1)NC=O (N-(1-Phenyl-2-pyrazolin-3-yl)formamide). Reaction SMILES: FC(F)(F)[C:3]([NH:5][C:6]1[CH2:10][CH2:9][N:8]([C:11]2[CH:16]=[CH:15][C:14](C(=O)C(F)(F)F)=[CH:13][CH:12]=2)[N:7]=1)=[O:4].C(O)=O.ClC1C=C(N2CC(C)C(NC=O)=N2)C=CC=1Cl>O>[C:11]1([N:8]2[CH2:9][CH2:10][C:6]([NH:5][CH:3]=[O:4])=[N:7]2)[CH:12]=[CH:13][CH:14]=[CH:15][CH:16]=1. Procedure details: A mixture of 10.0 g. of 3-amino-1-phenyl-2-pyrozoline (prepared in Example 8) and 50.0 ml. of a mixture of formic acid and acetic anhydride (Example 15) is allowed to stand at room temperature for 3 hours. Water is added and the white crystals are collected by filtration. The solid is dissolved in dichloromethane. The solution is dried over magnesium sulfate and filtered through a hydrous magnesium silicate. The filtrate is evaporated in vacuo to give pink crystals. A 500 mg. portion of crude pr... The reactants are BrC=1C=CC=2C3=C(C(=NC2C1)N)N=C(N3CC(C)C)CCCC (7-Bromo-2-butyl-1-isobutyl-1H-imidazo[4,5-c]quinolin-4-amine), C1(=CC=CC=C1)B(O)O (benzeneboronic acid). Yields the product C(CCC)C=1N(C2=C(C(=NC=3C=C(C=CC23)C2=CC=CC=C2)N)N1)CC(C)C (2-butyl-1-isobutyl-7-phenyl-1H-imidazo[4,5-c]quinolin-4-amine). RXN SMILES: Br[C:2]1[CH:3]=[CH:4][C:5]2[C:6]3[N:15]([CH2:16][CH:17]([CH3:19])[CH3:18])[C:14]([CH2:20][CH2:21][CH2:22][CH3:23])=[N:13][C:7]=3[C:8]([NH2:12])=[N:9][C:10]=2[CH:11]=1.[C:24]1(B(O)O)[CH:29]=[CH:28][CH:27]=[CH:26][CH:25]=1>>[CH2:20]([C:14]1[N:15]([CH2:16][CH:17]([CH3:19])[CH3:18])[C:6]2[C:5]3[CH:4]=[CH:3][C:2]([C:24]4[CH:29]=[CH:28][CH:27]=[CH:26][CH:25]=4)=[CH:11][C:10]=3[N:9]=[C:8]([NH2:12])[C:7]=2[N:13]=1)[CH2:21][CH2:22][CH3:23]. Reported procedure: 7-Bromo-2-butyl-1-isobutyl-1H-imidazo[4,5-c]quinolin-4-amine and benzeneboronic acid were coupled according to the general procedure described in Part J of Example 1. Purification by chromatography on silica gel (20% acetone in toluene to 60% acetone in toluene gradient) afforded 2-butyl-1-isobutyl-7-phenyl-1H-imidazo[4,5-c]quinolin-4-amine as a white solid, m.p. >250° C.